This data is from the Open Reaction Database (ORD), a public repository of structured organic reaction records. The task is: describe an organic reaction: reactants, conditions, products, and yield Starting materials: BrBr (bromine), C(C)(=O)NC1=NNC(=C1)C(C)(C)C (3-acetylamino-5-t-butylpyrazole), O (water). Solvent: C(C)(=O)O (acetic acid). Reaction conditions: temperature 60 celsius. Yields the product C(C)(C)(C)C1=C(C(=NN1)NC(C)=O)Br (5-t-butyl-4-bromo-3-acetylaminopyrazole). Isolated yield 80.0%. Reaction SMILES: [C:1]([NH:4][C:5]1[CH:9]=[C:8]([C:10]([CH3:13])([CH3:12])[CH3:11])[NH:7][N:6]=1)(=[O:3])[CH3:2].[Br:14]Br.O>C(O)(=O)C>[C:10]([C:8]1[NH:7][N:6]=[C:5]([NH:4][C:1](=[O:3])[CH3:2])[C:9]=1[Br:14])([CH3:13])([CH3:12])[CH3:11]. Procedure details: 4.5 g (0.025 mole) of 3-acetylamino-5-t-butylpyrazole prepared in Example 3 was dissolved in 20 ml of acetic acid, and 4.0 g of bromine was added dropwise thereto while stirring. The reaction solution was heated at 60° C. for one hour and then cooled. 50 ml of water was added to the resulting solution and allowed to stand, whereby crystals were precipitated. The crystals were collected by filtration, washed with water and then dried to obtain 5.2 g of 5-t-butyl-4-bromo-3-acetylaminopyrazole. Thi... Reactants: BrC1=CC(=C(N)C=C1)C (4-bromo-2-methylaniline), C(C)(=O)[O-].[K+] (potassium acetate), N(=O)OCCC(C)C (isoamyl nitrite), C(C)(=O)OC(C)=O (acetic anhydride). Solvent: C(Cl)(Cl)Cl (chloroform). Reaction conditions: temperature 68 celsius, time 50 minute. Yields the product BrC=1C=C2C=NNC2=CC1 (5-bromoindazole). Yield: 94.0%. RXN SMILES: [Br:1][C:2]1[CH:8]=[CH:7][C:5]([NH2:6])=[C:4]([CH3:9])[CH:3]=1.C(OC(=O)C)(=O)C.C([O-])(=O)C.[K+].[N:22](OCCC(C)C)=O>C(Cl)(Cl)Cl>[Br:1][C:2]1[CH:3]=[C:4]2[C:5](=[CH:7][CH:8]=1)[NH:6][N:22]=[CH:9]2 |f:2.3|. Procedure: A flask containing 4-bromo-2-methylaniline (95.0 g) in chloroform (0.70 L) was treated with acetic anhydride (0.109 L) at <40° C. The solution was stirred for 50 minutes and potassium acetate (14.6 g) and isoamyl nitrite (0.147 L) was charged. The solution was refluxed at 68° C. for 20 h. The temperature was cooled to 25° C. and the volatiles distilled at 30 mmHg vacuum (T=30-40° C.). Once most of the solvents had distilled, a total of 225 mL of water was charged in portions and the azeotrope of...